From a dataset of the Open Reaction Database (ORD), a public repository of structured organic reaction records. describe an organic reaction: reactants, conditions, products, and yield The reactants are CC1=NC(=C(C(=C1O)CCl)CCl)CC1=CC=CC=C1 (2-methyl-4,5-di-(chloromethyl)-6-benzyl-pyridin-3-ol), C(=O)O (formic acid), [OH-].[Na+] (sodium hydroxide). Solvent: O (water), O (water). Conditions: time 10 minute. The product is CC1=NC(=C(C(=C1O)CO)CO)CC1=CC=CC=C1 (2-methyl-4,5-di-(hydroxymethyl)-6-benzyl-pyridin-3-ol). As a reaction SMILES: [CH3:1][C:2]1[C:7]([OH:8])=[C:6]([CH2:9]Cl)[C:5](CCl)=[C:4]([CH2:13][C:14]2[CH:19]=[CH:18][CH:17]=[CH:16][CH:15]=2)[N:3]=1.[CH:20]([OH:22])=O.[OH-:23].[Na+]>O>[CH3:1][C:2]1[C:7]([OH:8])=[C:6]([CH2:9][OH:23])[C:5]([CH2:20][OH:22])=[C:4]([CH2:13][C:14]2[CH:19]=[CH:18][CH:17]=[CH:16][CH:15]=2)[N:3]=1 |f:2.3|. Reported procedure: A solution of 20 g of crude 2-methyl-4,5-di-(chloromethyl)-6-benzyl-pyridin-3-ol in 40 g of 75% strength formic acid is heated under reflux. After 10 minutes, a solution of 10.7 g of sodium hydroxide in 15 ml of water is added and heating is continued for 1 hour. The mixture is concentrated to dryness under reduced pressure. The residue is digested in 100 ml of acetone, the insoluble constituent is filtered off, the filtrate is concentrated and the residue thus obtained is boiled for 1/2 hour in...